Dataset: the Open Reaction Database (ORD), a public repository of structured organic reaction records. Task: describe an organic reaction: reactants, conditions, products, and yield Starting materials: COC(CCCCCSC1=CC=C(C=C1)N)=O (6-(4-amino-phenylsulfanyl)-hexanoic acid methyl ester), aqueous solution, C=O (formaldehyde), C(#N)[BH3-].[Na+] (sodium cyanoborohydride). The reagents and catalysts are [Cl-].[Zn+2].[Cl-] (zinc chloride). Solvent: CO (methanol), CO (methanol). Reaction conditions: time 2 hour. The product is COC(CCCCCSC1=CC=C(C=C1)N(C)C)=O (6-(4-Dimethylamino-phenylsulfanyl)-hexanoic acid methyl ester). Yield: 78.2%. RXN SMILES: [CH3:1][O:2][C:3](=[O:17])[CH2:4][CH2:5][CH2:6][CH2:7][CH2:8][S:9][C:10]1[CH:15]=[CH:14][C:13](N)=[CH:12][CH:11]=1.[CH2:18]=O.[C:20]([BH3-])#[N:21].[Na+]>CO.[Cl-].[Zn+2].[Cl-]>[CH3:1][O:2][C:3](=[O:17])[CH2:4][CH2:5][CH2:6][CH2:7][CH2:8][S:9][C:10]1[CH:15]=[CH:14][C:13]([N:21]([CH3:20])[CH3:18])=[CH:12][CH:11]=1 |f:2.3,5.6.7|. Procedure details: To a solution of 6-(4-amino-phenylsulfanyl)-hexanoic acid methyl ester (2.5 g, 10 mmol) in methanol (20 mL) was added at 0° C. a 37% aqueous solution of formaldehyde (2.4 mL, 30 mmol) and a solution of sodium cyanoborohydride (2.5 g, 40 mmol) and zinc chloride (2.7 g, 20 mmol) in methanol (150 mL). The mixture was stirred at room temperature for 2 hours and concentrated under reduced pressure. The residue was taken up in ethyl acetate (250 mL) and aqueous sodium hydroxide (100 mL, 2M). The organ... The reactants are C=CC(=O)OC, CO, Cc1c(CC(N)=O)c2cc(N)ccc2n1Cc1ccccc1. Yields the product COC(=O)CCNc1ccc2c(c1)c(CC(N)=O)c(C)n2Cc1ccccc1. As a reaction SMILES: [C:23]([CH:24]=[CH2:25])(=[O:26])[O:27][CH3:28].[CH3:29][OH:30].[NH2:1][c:2]1[cH:3][c:4]2[c:5]([CH2:19][C:20](=[O:21])[NH2:22])[c:6]([CH3:18])[n:7]([CH2:11][c:12]3[cH:13][cH:14][cH:15][cH:16][cH:17]3)[c:8]2[cH:9][cH:10]1>>[NH:1]([c:2]1[cH:3][c:4]2[c:5]([CH2:19][C:20](=[O:21])[NH2:22])[c:6]([CH3:18])[n:7]([CH2:11][c:12]3[cH:13][cH:14][cH:15][cH:16][cH:17]3)[c:8]2[cH:9][cH:10]1)[CH2:25][CH2:24][C:23](=[O:26])[O:27][CH3:28]. Starting materials: [Br-], CC(C)C[Mg+], COc1ccc2oc(C=O)c(C)c2c1, [Cl-], [NH4+], C1CCOC1. Yields the product COc1ccc2oc(C(O)CC(C)C)c(C)c2c1. As a reaction SMILES: [Br-:15].[CH2:16]([CH:17]([CH3:18])[CH3:19])[Mg+:20].[CH3:1][O:2][c:3]1[cH:4][cH:5][c:6]2[c:7]([c:8]([CH3:13])[c:9]([CH:11]=[O:12])[o:10]2)[cH:14]1.[Cl-:21].[NH4+:22].[O:23]1[CH2:24][CH2:25][CH2:26][CH2:27]1>>[CH3:1][O:2][c:3]1[cH:4][cH:5][c:6]2[c:7]([c:8]([CH3:13])[c:9]([CH:11]([OH:12])[CH2:16][CH:17]([CH3:18])[CH3:19])[o:10]2)[cH:14]1. The reactants are CN1N=C(C=C1C)C1=NC(=CC=C1O)C (2-(1,5-Dimethyl-1H-pyrazol-3-yl)-6-methyl-pyridin-3-ol), ClC1=CC=NC2=CC(=C(C=C12)OC)OC (4-chloro-6,7-dimethoxyquinoline). Reagents/catalysts: CN(C1=CC=NC=C1)C (4-dimethylaminopyridine). The solvent is ClC1=C(C=CC=C1)Cl (o-dichlorobenzene). Run at temperature 160 celsius, time 2 day. Yields the product CN1N=C(C=C1C)C1=NC(=CC=C1OC1=CC=NC2=CC(=C(C=C12)OC)OC)C (4-[2-(1,5-Dimethyl-1H-pyrazol-3-yl)-6-methyl-pyridin-3-yloxy]-6,7-dimethoxy-quinoline). Isolated yield 4.2%. As a reaction SMILES: [CH3:1][N:2]1[C:6]([CH3:7])=[CH:5][C:4]([C:8]2[C:13]([OH:14])=[CH:12][CH:11]=[C:10]([CH3:15])[N:9]=2)=[N:3]1.Cl[C:17]1[C:26]2[C:21](=[CH:22][C:23]([O:29][CH3:30])=[C:24]([O:27][CH3:28])[CH:25]=2)[N:20]=[CH:19][CH:18]=1>CN(C)C1C=CN=CC=1.ClC1C=CC=CC=1Cl>[CH3:1][N:2]1[C:6]([CH3:7])=[CH:5][C:4]([C:8]2[C:13]([O:14][C:17]3[C:26]4[C:21](=[CH:22][C:23]([O:29][CH3:30])=[C:24]([O:27][CH3:28])[CH:25]=4)[N:20]=[CH:19][CH:18]=3)=[CH:12][CH:11]=[C:10]([CH3:15])[N:9]=2)=[N:3]1. Procedure: 2-(1,5-Dimethyl-1H-pyrazol-3-yl)-6-methyl-pyridin-3-ol (111 mg), 4-chloro-6,7-dimethoxyquinoline (218 mg), and 4-dimethylaminopyridine (130 mg) were suspended in o-dichlorobenzene (5 ml), and the suspension was stirred at 160° C. for 2 days. The reaction solution was cooled to room temperature, and the solvent was then removed by distillation under the reduced pressure. The residue was purified by thin layer chromatography using methanol-chloroform to give the title compound (9 mg, yield 4%).